This data is from the Open Reaction Database (ORD), a public repository of structured organic reaction records. The task is: describe an organic reaction: reactants, conditions, products, and yield Reactants: [Al+3], CCC(=O)Cl, ClCCl, CC(C)Cc1ccccc1, CCC(=O)O, [Cl-], [Cl-], [Cl-], ClP(Cl)Cl, Cl, O. The product is CCC(=O)c1ccc(CC(C)C)cc1. Reaction SMILES: [Al+3:16].[C:10]([Cl:11])(=[O:12])[CH2:13][CH3:14].[CH2:31]([Cl:32])[Cl:33].[CH3:19][CH:20]([CH3:21])[CH2:22][c:23]1[cH:24][cH:25][cH:26][cH:27][cH:28]1.[CH3:5][CH2:6][C:7]([OH:8])=[O:9].[Cl-:15].[Cl-:17].[Cl-:18].[Cl:1][P:2]([Cl:3])[Cl:4].[ClH:29].[OH2:30]>>[CH3:5][CH2:6][C:7](=[O:9])[c:26]1[cH:25][cH:24][c:23]([CH2:22][CH:20]([CH3:19])[CH3:21])[cH:28][cH:27]1. The reactants are COC(=O)C=1N(C=NC1)C1C(NC(C2=CC=CC=C12)=O)(C)C (3-(3,3-dimethyl-1-oxo-1,2,3,4-tetrahydro-isoquinolin-4-yl)-3H-imidazole-4-carboxylic acid methyl ester), [H-].[Al+3].[Li+].[H-].[H-].[H-] (lithium aluminum hydride). The solvent is C1CCOC1 (THF). Run at temperature 0 celsius, time 5 minute. The product is OCC1=CN=CN1C1C(NC(C2=CC=CC=C12)=O)(C)C (4-(5-hydroxymethyl-imidazol-1-yl)-3,3-dimethyl-3,4-dihydro-2H-isoquinolin-1-one). As a reaction SMILES: C[O:2][C:3]([C:5]1[N:6]([CH:10]2[C:19]3[C:14](=[CH:15][CH:16]=[CH:17][CH:18]=3)[C:13](=[O:20])[NH:12][C:11]2([CH3:22])[CH3:21])[CH:7]=[N:8][CH:9]=1)=O.[H-].[Al+3].[Li+].[H-].[H-].[H-]>C1COCC1>[OH:2][CH2:3][C:5]1[N:6]([CH:10]2[C:19]3[C:14](=[CH:15][CH:16]=[CH:17][CH:18]=3)[C:13](=[O:20])[NH:12][C:11]2([CH3:22])[CH3:21])[CH:7]=[N:8][CH:9]=1 |f:1.2.3.4.5.6|. Procedure: To a solution of 3-(3,3-dimethyl-1-oxo-1,2,3,4-tetrahydro-isoquinolin-4-yl)-3H-imidazole-4-carboxylic acid methyl ester (200 mg, 0.67 mmol) (Example 33c) in THF (20 mL) at −10° C. is added lithium aluminum hydride (56 mg, 1.47 mmol). After stirring for 5 min the reaction is placed at room temperature for 1 h, at which time the reaction is cooled to 0° C. and quenched by the consecutive addition of 9:1 THF/H2O (0.8 mL), 2M aqueous NaOH (0.92 mL), and H2O (0.6 mL). The reaction is then warmed to r... RXN SMILES: Br[C:2]1[C:10]2[C:5](=[N:6][C:7]([CH3:22])=[CH:8][C:9]=2[NH:11][S:12]([C:15]2[CH:20]=[CH:19][CH:18]=[C:17]([Cl:21])[CH:16]=2)(=[O:14])=[O:13])[S:4][C:3]=1[C:23]1[CH:24]=[N:25][N:26](C(OC(C)(C)C)=O)[CH:27]=1.CC1(C)C(C)(C)OB([C:43]2[CH:44]=[C:45]([N:49]3[CH2:53][CH2:52][CH2:51][CH2:50]3)[CH:46]=[CH:47][CH:48]=2)O1.C(=O)([O-])[O-].[K+].[K+].CN(C=O)C>C1C=CC([P]([Pd]([P](C2C=CC=CC=2)(C2C=CC=CC=2)C2C=CC=CC=2)([P](C2C=CC=CC=2)(C2C=CC=CC=2)C2C=CC=CC=2)[P](C2C=CC=CC=2)(C2C=CC=CC=2)C2C=CC=CC=2)(C2C=CC=CC=2)C2C=CC=CC=2)=CC=1.Cl[Pd](Cl)([P](C1C=CC=CC=1)(C1C=CC=CC=1)C1C=CC=CC=1)[P](C1C=CC=CC=1)(C1C=CC=CC=1)C1C=CC=CC=1.O>[Cl:21][C:17]1[CH:16]=[C:15]([S:12]([NH:11][C:9]2[CH:8]=[C:7]([CH3:22])[N:6]=[C:5]3[S:4][C:3]([C:23]4[CH:27]=[N:26][NH:25][CH:24]=4)=[C:2]([C:47]4[CH:48]=[CH:43][CH:44]=[C:45]([N:49]5[CH2:50][CH2:51][CH2:52][CH2:53]5)[CH:46]=4)[C:10]=23)(=[O:14])=[O:13])[CH:20]=[CH:19][CH:18]=1 |f:2.3.4,^1:69,71,90,109,145,164|. Reaction conditions: temperature 100 celsius. The yield is 6.1%. The reagents and catalysts are C=1C=CC(=CC1)[P](C=2C=CC=CC2)(C=3C=CC=CC3)[Pd]([P](C=4C=CC=CC4)(C=5C=CC=CC5)C=6C=CC=CC6)([P](C=7C=CC=CC7)(C=8C=CC=CC8)C=9C=CC=CC9)[P](C=1C=CC=CC1)(C=1C=CC=CC1)C=1C=CC=CC1 (tetrakis(triphenylphosphine)palladium(0)), Cl[Pd]([P](C1=CC=CC=C1)(C2=CC=CC=C2)C3=CC=CC=C3)([P](C4=CC=CC=C4)(C5=CC=CC=C5)C6=CC=CC=C6)Cl (bis(triphenylphosphine)palladium(II) chloride). Yields the product ClC=1C=C(C=CC1)S(=O)(=O)NC1=C2C(=NC(=C1)C)SC(=C2C2=CC(=CC=C2)N2CCCC2)C=2C=NNC2 (3-Chloro-N-{6-methyl-2-(1H-pyrazol-4-yl)-3-[3-(1-pyrrolidinyl)phenyl]thieno[2,3-b]pyridin-4-yl}benzenesulfonamide). Procedure details: 1,1-Dimethylethyl 4-(3-bromo-4-{[(3-chlorophenyl)sulfonyl]amino}-6-methylthieno[2,3-b]pyridin-2-yl)-1H-pyrazole-1-carboxylate (Description 75) (350 mg, 0.599 mmol), 1-[3-(4,4,5,5-tetramethyl-1,3,2-dioxaborolan-2-yl)phenyl]pyrrolidine (327 mg, 1.2 mmol), tetrakis(triphenylphosphine)palladium(0) (34.6 mg, 0.03 mmol), bis(triphenylphosphine)palladium(II) chloride (21.04 mg, 0.030 mmol) and potassium carbonate (249 mg, 1.8 mmol) were charged into a microwave vial. DMF (2.5 mL) and water (1.0 mL) wer... Solvent: O (water). Reactants: CN(C)C=O (DMF), BrC1=C(SC2=NC(=CC(=C21)NS(=O)(=O)C2=CC(=CC=C2)Cl)C)C=2C=NN(C2)C(=O)OC(C)(C)C (1,1-Dimethylethyl 4-(3-bromo-4-{[(3-chlorophenyl)sulfonyl]amino}-6-methylthieno[2,3-b]pyridin-2-yl)-1H-pyrazole-1-carboxylate), CC1(OB(OC1(C)C)C=1C=C(C=CC1)N1CCCC1)C (1-[3-(4,4,5,5-tetramethyl-1,3,2-dioxaborolan-2-yl)phenyl]pyrrolidine), C([O-])([O-])=O.[K+].[K+] (potassium carbonate). The reactants are S1C=C(C=C1)C(CC)=O (1-(thiophen-3-yl)propan-1-one), ClCCOC1=CC=C(C=C1)C(=O)C1=CC=C(C=C1)O ((4-(2-chloroethoxy)phenyl)(4-hydroxyphenyl)methanone). Product: ClCCOC1=CC=C(C=C1)C(=C(CC)C1=CSC=C1)C1=CC=C(C=C1)O (4-(1-(4-(2-chloroethoxy)phenyl)-2-(thiophen-3-yl)but-1-enyl)phenol). Yield: 94.7%. As a reaction SMILES: [S:1]1[CH:5]=[CH:4][C:3]([C:6](=O)[CH2:7][CH3:8])=[CH:2]1.[Cl:10][CH2:11][CH2:12][O:13][C:14]1[CH:19]=[CH:18][C:17]([C:20]([C:22]2[CH:27]=[CH:26][C:25]([OH:28])=[CH:24][CH:23]=2)=O)=[CH:16][CH:15]=1>>[Cl:10][CH2:11][CH2:12][O:13][C:14]1[CH:19]=[CH:18][C:17]([C:20]([C:22]2[CH:27]=[CH:26][C:25]([OH:28])=[CH:24][CH:23]=2)=[C:6]([C:3]2[CH:4]=[CH:5][S:1][CH:2]=2)[CH2:7][CH3:8])=[CH:16][CH:15]=1. Procedure details: Following general procedure of McMurry reaction as described in example 1, step B, 1-(thiophen-3-yl)propan-1-one (0.5 g, 1.0 eq) was reacted with (4-(2-chloroethoxy)phenyl)(4-hydroxyphenyl)methanone (1.5 g, 1.5 eq) to give 1.3 g desired product (95% yield, Z/E=1/1). 1H NMR (400 MHz, CDCl3) δ 7.10-7.14 (m, 1H), 7.02-7.09 (m, 2H), 6.76-6.92 (m, 5H), 6.68-6.71 (m, 1H), 6.60-6.66 (m, 1H), 6.55-6.59 (m, 1H), 4.62 (s, 1H), 4.49 (s, 1H), 4.24 (t, J=6.0 Hz, 1H), 4.14 (t, J=6.0 Hz, 1H), 3.82 (t, J=6.0 Hz... Reagents/catalysts: c1ccc(cc1)-c2c3ccccc3cc4ccccc24 (9-Phenylanthracene), [O-]P(=O)([O-])[O-].[K+].[K+].[K+] (K3PO4(aq.)), O (water), P([C@]12C[C@@H]3C[C@H](C2)C[C@@H](C1)C3)([C@]12C[C@@H]3C[C@@H](C2)C[C@@H](C1)C3)CCCC (cataCXium A), C(O[Pd]OC(C)=O)(C)=O (Pd(OAc)2). The reactants are C1CCN(C1[B-](F)(F)F)C(OC(C)(C)C)=O.[K+], c1ccnc2c1c(nn2[C@@H]1OCCCC1)Cl. Reaction conditions: temperature 120 celsius, time 18 hour. The solvent is O (Water). As a reaction SMILES: Cl[c:1]1[c:15]([c:10]2[n:3]([CH:4]3[O:9][CH2:8][CH2:7][CH2:6][CH2:5]3)[n:2]1)[cH:14][cH:13][cH:12][n:11]2.[K+].[CH3:16][C:17]([O:20][C:21]([N:23]1[CH:27]([B-](F)(F)F)[CH2:26][CH2:25][CH2:24]1)=[O:22])([CH3:19])[CH3:18]>>[CH3:16][C:17]([O:20][C:21]([N:23]1[CH:27]([c:1]2[c:15]([c:10]3[n:3]([CH:4]4[O:9][CH2:8][CH2:7][CH2:6][CH2:5]4)[n:2]2)[cH:14][cH:13][cH:12][n:11]3)[CH2:26][CH2:25][CH2:24]1)=[O:22])([CH3:19])[CH3:18]. Product: CC(C)(C)OC(=O)N1CCCC1c2nn(C3CCCCO3)c4ncccc24. RXN SMILES: C1C2C(=CC=CC=2)C=CC=1O.[Cl-].[Al+3].[Cl-].[Cl-].[C:16]([C:19]1[CH:28]=[CH:27][C:26]2[C:21](=[CH:22][CH:23]=[C:24]([O:30][CH3:31])[C:25]=2Br)[CH:20]=1)(=[O:18])[CH3:17].BrC1C2C(=CC=CC=2)C=CC=1OC>>[C:16]([C:19]1[CH:28]=[CH:27][C:26]2[C:21](=[CH:22][CH:23]=[C:24]([O:30][CH3:31])[CH:25]=2)[CH:20]=1)(=[O:18])[CH3:17] |f:1.2.3.4|. Product: C(C)(=O)C1=CC2=CC=C(C=C2C=C1)OC (2-Acetyl-6-methoxynaphthalene). The reactants are C1=C(C=CC2=CC=CC=C12)O (β-naphthol), [Cl-].[Al+3].[Cl-].[Cl-] (aluminum chloride), C(C)(=O)C1=CC2=CC=C(C(=C2C=C1)Br)OC (2-acetyl-5-bromo-6-methoxynaphthalene), BrC1=C(C=CC2=CC=CC=C12)OC (1-bromo-2-methoxynaphthalene). Run at time 48 hour. Procedure details: 42 Ml of β-naphthol and 16.2 g of anhydrous aluminum chloride are added to the solution of 2-acetyl-5-bromo-6-methoxynaphthalene obtained as in example 1a), while keeping the temperature at -10° C. The reaction mixture is kept for 48 hours under stirring at room temperature and then it is worked as in example 1 with the only difference that the product is crystallized by isopropyl alcohol. 19 Grams of product are obtained with a yield equal to 38.7% calculated on the basis of the starting materi...